This data is from the Open Reaction Database (ORD), a public repository of structured organic reaction records. The task is: describe an organic reaction: reactants, conditions, products, and yield Reactants: c1cc2n(n1)CCN2, O, O=[N+]([O-])O, O=S(=O)(O)O. The product is O=[N+]([O-])c1cnn2c1NCC2. As a reaction SMILES: [NH:1]1[c:2]2[n:3]([n:6][cH:7][cH:8]2)[CH2:4][CH2:5]1.[OH2:13].[OH:9][N+:10]([O-:11])=[O:12].[S:14](=[O:15])(=[O:16])([OH:17])[OH:18]>>[NH:1]1[c:2]2[n:3]([n:6][cH:7][c:8]2[N+:10](=[O:9])[O-:11])[CH2:4][CH2:5]1.